From a dataset of the Open Reaction Database (ORD), a public repository of structured organic reaction records. describe an organic reaction: reactants, conditions, products, and yield Reported procedure: 0.79 g (2.1 mmol) N-[1-(5-Difluoromethoxy-1-methyl-3-pyrazolyl)-4-nitro-5-pyrazolyl]-2,2,2-trifluoroacetamide was suspended in 35 ml dichloromethane and treated with 0.17 ml sulfuryl chloride. The mixture was stirred for one hour at room temperature and concentrated. Run in ClCCl (dichloromethane). Conditions: time 1 hour. The product is ClC=1C(=NN(C1OC(F)F)C)N1N=CC(=C1NC(C(F)(F)F)=O)[N+](=O)[O-] (N-[1-(4-Chloro-5-difluoromethoxy-1-methyl-3-pyrazolyl)-4-nitro-5-pyrazolyl]-2,2,2-trifluoroacetamide). Reaction SMILES: [F:1][CH:2]([F:25])[O:3][C:4]1[N:8]([CH3:9])[N:7]=[C:6]([N:10]2[C:14]([NH:15][C:16](=[O:21])[C:17]([F:20])([F:19])[F:18])=[C:13]([N+:22]([O-:24])=[O:23])[CH:12]=[N:11]2)[CH:5]=1.S(Cl)([Cl:29])(=O)=O>ClCCl>[Cl:29][C:5]1[C:6]([N:10]2[C:14]([NH:15][C:16](=[O:21])[C:17]([F:20])([F:19])[F:18])=[C:13]([N+:22]([O-:24])=[O:23])[CH:12]=[N:11]2)=[N:7][N:8]([CH3:9])[C:4]=1[O:3][CH:2]([F:1])[F:25]. Reactants: FC(OC1=CC(=NN1C)N1N=CC(=C1NC(C(F)(F)F)=O)[N+](=O)[O-])F (N-[1-(5-Difluoromethoxy-1-methyl-3-pyrazolyl)-4-nitro-5-pyrazolyl]-2,2,2-trifluoroacetamide), S(=O)(=O)(Cl)Cl (sulfuryl chloride). The reactants are O (water), C(C1=CC=CC=C1)(=O)C1(C(CCCC1)C(=O)O)O (2-benzoyl-2-hydroxycyclohexanecarboxylic acid), CC(CCO)C (3-methyl-butan-1-ol), OS(=O)(=O)O (H2SO4). The solvent is C(Cl)(Cl)Cl (CHCl3). Product: CC(CCOC(=O)C1C(CCCC1)(O)C(C1=CC=CC=C1)=O)C (2-benzoyl-2-hydroxy-cyclohexanecarboxylic acid 3-methyl-butyl ester). The yield is 23.6%. As a reaction SMILES: [C:1]([C:9]1([OH:18])[CH2:14][CH2:13][CH2:12][CH2:11][CH:10]1[C:15]([OH:17])=[O:16])(=[O:8])[C:2]1[CH:7]=[CH:6][CH:5]=[CH:4][CH:3]=1.[CH3:19][CH:20]([CH3:24])[CH2:21][CH2:22]O.OS(O)(=O)=O.O>C(Cl)(Cl)Cl>[CH3:19][CH:20]([CH3:24])[CH2:21][CH2:22][O:16][C:15]([CH:10]1[CH2:11][CH2:12][CH2:13][CH2:14][C:9]1([C:1](=[O:8])[C:2]1[CH:3]=[CH:4][CH:5]=[CH:6][CH:7]=1)[OH:18])=[O:17]. Procedure details: 10 g (0.04 mol) of 2-benzoyl-2-hydroxy-cyclohexanecarboxylic acid (of example 1), 7.05 mol 3-methyl-butan-1-ol and 0.5 g H2SO4 are dissolved in 200 ml CHCl3 and heated to reflux during 18 hours using a water separator to remove the water formed during the reaction. The reaction mixture is then cooled to room temperature, washed with sodium bicarbonate and water and dried over Mg2SO4. After distillation of the solvent, the crude reaction product is purified by flash chromatography (silica gel, el...